From a dataset of the Open Reaction Database (ORD), a public repository of structured organic reaction records. describe an organic reaction: reactants, conditions, products, and yield Reactants: COC(=O)c1ccc(F)c([N+](=O)[O-])c1, NC1CCC1, ClCCl, O. The product is COC(=O)c1ccc(NC2CCC2)c([N+](=O)[O-])c1. RXN SMILES: [CH3:1][O:2][C:3]([c:4]1[cH:5][c:6]([N+:11](=[O:12])[O-:13])[c:7]([F:10])[cH:8][cH:9]1)=[O:14].[CH:15]1([NH2:19])[CH2:16][CH2:17][CH2:18]1.[Cl:20][CH2:21][Cl:22].[OH2:23]>>[CH3:1][O:2][C:3]([c:4]1[cH:5][c:6]([N+:11](=[O:12])[O-:13])[c:7]([NH:19][CH:15]2[CH2:16][CH2:17][CH2:18]2)[cH:8][cH:9]1)=[O:14]. The reactants are N1CCC(CC1)OC(C(C)(C)C)=O (2,2-Dimethyl-propionic acid piperidin-4-yl ester), C[C@H]1OC1 ((R)-2-Methyl-oxirane). Solvent: C(C)O (ethanol). Product: O[C@@H](CN1CCC(CC1)OC(C(C)(C)C)=O)C (2,2-Dimethyl-propionic acid 1-((R)-2-hydroxy-propyl)-piperidin-4-yl ester). RXN SMILES: [NH:1]1[CH2:6][CH2:5][CH:4]([O:7][C:8](=[O:13])[C:9]([CH3:12])([CH3:11])[CH3:10])[CH2:3][CH2:2]1.[CH3:14][C@@H:15]1[CH2:17][O:16]1>C(O)C>[OH:16][C@H:15]([CH3:17])[CH2:14][N:1]1[CH2:6][CH2:5][CH:4]([O:7][C:8](=[O:13])[C:9]([CH3:10])([CH3:12])[CH3:11])[CH2:3][CH2:2]1. Procedure: A solution of piperidine 52 (2 g, 10.8 mmol) and (R)-2-Methyl-oxirane (3.78 ml, 54 mmol) in 2 ml of ethanol is stirred for 24 hours in a closed flask. The solvent is evaporated and the residue distilled in a Kugelrohr apparatus (0.08 mbar, 75-90 C).